From a dataset of the Open Reaction Database (ORD), a public repository of structured organic reaction records. describe an organic reaction: reactants, conditions, products, and yield Starting materials: ClCCl, CN(C)C=O, CCOC(C)=O, [N-]=[N+]=[N-], [Na+], Cc1ccc(S(=O)(=O)OCC2NC(=O)C2NC(=O)COc2ccccc2)cc1. The product is [N-]=[N+]=NCC1NC(=O)C1NC(=O)COc1ccccc1. As a reaction SMILES: [CH2:44]([Cl:45])[Cl:46].[CH3:33][N:34]([CH3:35])[CH:36]=[O:37].[CH3:38][CH2:39][O:40][C:41](=[O:42])[CH3:43].[N-:30]=[N+:31]=[N-:32].[Na+:29].[O:1]=[C:2]1[CH:3]([NH:18][C:19]([CH2:20][O:21][c:22]2[cH:23][cH:24][cH:25][cH:26][cH:27]2)=[O:28])[CH:4]([CH2:6][O:7][S:8]([c:9]2[cH:10][cH:11][c:12]([CH3:13])[cH:14][cH:15]2)(=[O:16])=[O:17])[NH:5]1>>[O:1]=[C:2]1[CH:3]([NH:18][C:19]([CH2:20][O:21][c:22]2[cH:23][cH:24][cH:25][cH:26][cH:27]2)=[O:28])[CH:4]([CH2:6][N:30]=[N+:31]=[N-:32])[NH:5]1. Reactants: N#CC1CC(F)CN1C(=O)CNC12CCC(C(=O)O)(CC1)CC2, Nc1ccc(C2CNCCO2)cc1. Product: N#CC1CC(F)CN1C(=O)CNC12CCC(C(=O)Nc3ccc(C4CNCCO4)cc3)(CC1)CC2. RXN SMILES: [C:1](=[O:2])([OH:3])[C:4]12[CH2:5][CH2:6][C:7]([NH:12][CH2:13][C:14](=[O:15])[N:16]3[CH:17]([C:22]#[N:23])[CH2:18][CH:19]([F:21])[CH2:20]3)([CH2:8][CH2:9]1)[CH2:10][CH2:11]2.[O:24]1[CH:25]([c:30]2[cH:31][cH:32][c:33]([NH2:34])[cH:35][cH:36]2)[CH2:26][NH:27][CH2:28][CH2:29]1>>[C:1](=[O:2])([C:4]12[CH2:5][CH2:6][C:7]([NH:12][CH2:13][C:14](=[O:15])[N:16]3[CH:17]([C:22]#[N:23])[CH2:18][CH:19]([F:21])[CH2:20]3)([CH2:8][CH2:9]1)[CH2:10][CH2:11]2)[NH:34][c:33]1[cH:32][cH:31][c:30]([CH:25]2[O:24][CH2:29][CH2:28][NH:27][CH2:26]2)[cH:36][cH:35]1. Starting materials: CCOC(=O)c1cnc(N2CCN(c3cc(-c4ccc(F)cc4)nc(N4CCCC4C)n3)CC2)c(Cl)c1, C1CCOC1, CCO, Cl, O. Product: CC1CCCN1c1nc(-c2ccc(F)cc2)cc(N2CCN(c3ncc(C(=O)O)cc3Cl)CC2)n1. RXN SMILES: [CH2:1]([CH3:2])[O:3][C:4]([c:5]1[cH:6][n:7][c:8]([N:12]2[CH2:13][CH2:14][N:15]([c:18]3[n:19][c:20]([N:31]4[CH:32]([CH3:36])[CH2:33][CH2:34][CH2:35]4)[n:21][c:22](-[c:24]4[cH:25][cH:26][c:27]([F:30])[cH:28][cH:29]4)[cH:23]3)[CH2:16][CH2:17]2)[c:9]([Cl:11])[cH:10]1)=[O:37].[CH2:43]1[O:44][CH2:45][CH2:46][CH2:47]1.[CH3:39][CH2:40][OH:41].[ClH:42].[OH2:38]>>[O:3]=[C:4]([c:5]1[cH:6][n:7][c:8]([N:12]2[CH2:13][CH2:14][N:15]([c:18]3[n:19][c:20]([N:31]4[CH:32]([CH3:36])[CH2:33][CH2:34][CH2:35]4)[n:21][c:22](-[c:24]4[cH:25][cH:26][c:27]([F:30])[cH:28][cH:29]4)[cH:23]3)[CH2:16][CH2:17]2)[c:9]([Cl:11])[cH:10]1)[OH:37]. Starting materials: BrC1=NC=CC=C1C=COC (2-bromo-3-(2-methoxyvinyl)pyridine), C([O-])(O)=O.[Na+] (sodium bicarbonate), BrC1=C(C=O)C=CC=N1 (2-bromonicotinaldehyde), [H-].[Na+] (sodium hydride), BrC1=NC=CC=C1C=COC (2-bromo-3-(2-methoxyvinyl)pyridine), [Cl-].[PH4+] (phosphonium chloride). The solvent is C(=O)O (formic acid), CS(=O)C (DMSO), CS(=O)C (DMSO), CS(=O)C (DMSO). Run at time 20 hour. The product is BrC1=NC=CC=C1CC=O (2-(2-bromopyridin-3-yl)acetaldehyde). The yield is 49.2%. RXN SMILES: [H-].[Na+].[Cl-].[PH4+].BrC1N=CC=CC=1C=O.C(=O)(O)[O-].[Na+].[Br:19][C:20]1[C:25]([CH:26]=[CH:27][O:28]C)=[CH:24][CH:23]=[CH:22][N:21]=1>CS(C)=O.C(O)=O>[Br:19][C:20]1[C:25]([CH2:26][CH:27]=[O:28])=[CH:24][CH:23]=[CH:22][N:21]=1 |f:0.1,2.3,5.6|. Procedure: To a white suspension of sodium hydride (1.36 g, 34 mmol) in DMSO (16 mL) at room temperature was added clear solution of (methoxymethyl)triphenyl)phosphonium chloride in DMSO (40 mL). The mixture became a yellow suspension. To the above suspension was added 2-bromonicotinaldehyde (2.48 g, 13.3 mmol) in DMSO (16 mL) dropwise. The mixture was stirred at room temperature for 20 hours then treated with excess sodium bicarbonate (sat), extracted with ether. The combined ether layer was washed with b... Starting materials: C1CCOC1, O=C1NCC2C(c3cc(F)ccc3F)=CC(c3ccccc3)N12, [H-], CI, [Na+]. Yields the product CN1CC2C(c3cc(F)ccc3F)=CC(c3ccccc3)N2C1=O. As a reaction SMILES: [CH2:28]1[O:29][CH2:30][CH2:31][CH2:32]1.[F:1][c:2]1[c:3]([C:9]2=[CH:10][CH:11]([c:18]3[cH:19][cH:20][cH:21][cH:22][cH:23]3)[N:12]3[C:13](=[O:17])[NH:14][CH2:15][CH:16]23)[cH:4][c:5]([F:8])[cH:6][cH:7]1.[H-:24].[I:26][CH3:27].[Na+:25]>>[F:1][c:2]1[c:3]([C:9]2=[CH:10][CH:11]([c:18]3[cH:19][cH:20][cH:21][cH:22][cH:23]3)[N:12]3[C:13](=[O:17])[N:14]([CH3:27])[CH2:15][CH:16]23)[cH:4][c:5]([F:8])[cH:6][cH:7]1. The reactants are [N+](=O)([O-])C1=CC=C2C(=CNC2=C1)C=1CCNCC1 (6-nitro-3-(1,2,3,6-tetrahydropyridin-4-yl)-1H-indole), O1[C@@H](C1)COC1=C2C=CNC2=CC=C1 ((S)-(+)-4-(oxiranylmethoxy)-1H-indole). The solvent is CS(=O)C (dimethylsulfoxide). The product is [N+](=O)([O-])C1=CC=C2C(=CNC2=C1)C=1CCN(CC1)C[C@@H](COC1=C2C=CNC2=CC=C1)O ((2S)-(+)-3-[4-(6-nitro-3-indolyl)-1,2,3,6-tetrahydropyridin-1-yl]-1-(4-indolyloxy)-2-propanol). Reaction SMILES: [N+:1]([C:4]1[CH:12]=[C:11]2[C:7]([C:8]([C:13]3[CH2:14][CH2:15][NH:16][CH2:17][CH:18]=3)=[CH:9][NH:10]2)=[CH:6][CH:5]=1)([O-:3])=[O:2].[O:19]1[CH2:21][C@H:20]1[CH2:22][O:23][C:24]1[CH:32]=[CH:31][CH:30]=[C:29]2[C:25]=1[CH:26]=[CH:27][NH:28]2>CS(C)=O>[N+:1]([C:4]1[CH:12]=[C:11]2[C:7]([C:8]([C:13]3[CH2:14][CH2:15][N:16]([CH2:21][C@H:20]([OH:19])[CH2:22][O:23][C:24]4[CH:32]=[CH:31][CH:30]=[C:29]5[C:25]=4[CH:26]=[CH:27][NH:28]5)[CH2:17][CH:18]=3)=[CH:9][NH:10]2)=[CH:6][CH:5]=1)([O-:3])=[O:2]. Procedure: The title compound was prepared in a fashion similar to that described in Example 193 from 6-nitro-3-(1,2,3,6-tetrahydropyridin-4-yl)-1H-indole (1.00 g, 4.12 mmol) and (S)-(+)-4-(oxiranylmethoxy)-1H-indole (0.78 g, 4.12 mmol). The product was isolated as an orange granular solid. Yield 0.61 g (34%). mp 225°-230° C. FDMS m/e=432 (M+ of free base). α[D]589 =+1.98 (c=1.01 , dimethylsulfoxide). The reactants are OC1=C(C=CC=C1)C(C)=O (2′-hydroxyacetophenone), C1(CCCC1)=O (cyclopentanone), C1(CCCCC1)=O (cyclohexanone). Product: C(C)OC1=CC=C2C(CC3(CCCC3)OC2=C1)=O (7-ethoxyspiro[chroman-2,1′-cyclopentan]-4-one). RXN SMILES: [OH:1][C:2]1[CH:7]=[CH:6][CH:5]=[CH:4][C:3]=1[C:8](=[O:10])[CH3:9].[C:11]1(=O)[CH2:15][CH2:14][CH2:13][CH2:12]1.[C:17]1(=[O:23])CCCC[CH2:18]1>>[CH2:17]([O:23][C:6]1[CH:7]=[C:2]2[C:3]([C:8](=[O:10])[CH2:9][C:11]3([O:1]2)[CH2:15][CH2:14][CH2:13][CH2:12]3)=[CH:4][CH:5]=1)[CH3:18]. Reported procedure: The title compound was prepared using the procedure as described in Example 1A, substituting 4′-ethoxy-2′-hydroxyacetophenone (Aldrich, CAS# 37470-42-1) for 2′-hydroxyacetophenone and cyclopentanone for cyclohexanone. 1H NMR (300 MHz, DMSO-d6) δ ppm 7.65 (d, J=8.6 Hz, 1H), 6.57 (dd; J=8.4, 2.3 Hz; 1H), 6.45 (d, J=2.4 Hz, 1H), 4.08 (q, J=7.1 Hz, 2H), 2.79 (s, 2H), 1.94 (m, 2H), 1.60-1.80 (m, 6H), 1.32 (t, J=7.0 Hz, 3H). MS (DCI+) m/z 247 (M+H), 264 (M+NH4). Reactants: [BH4-], C1CCOC1, CC(C)COC(=O)Cl, O=C(O)c1cc(-c2nc3ncccc3o2)cc([N+](=O)[O-])c1, [Na+], O. The product is O=[N+]([O-])c1cc(CO)cc(-c2nc3ncccc3o2)c1. Reaction SMILES: [BH4-:30].[CH2:32]1[O:33][CH2:34][CH2:35][CH2:36]1.[Cl:22][C:23]([O:24][CH2:25][CH:26]([CH3:27])[CH3:28])=[O:29].[N+:1](=[O:2])([O-:3])[c:4]1[cH:5][c:6]([C:7](=[O:8])[OH:9])[cH:10][c:11](-[c:13]2[o:14][c:15]3[c:16]([n:17][cH:18][cH:19][cH:20]3)[n:21]2)[cH:12]1.[Na+:31].[OH2:37]>>[N+:1](=[O:2])([O-:3])[c:4]1[cH:5][c:6]([CH2:7][OH:8])[cH:10][c:11](-[c:13]2[o:14][c:15]3[c:16]([n:17][cH:18][cH:19][cH:20]3)[n:21]2)[cH:12]1. The reactants are C(C)(C)(C)OC(=O)ON1CCC(CC1)O (1-[(tert-butoxycarbonyl)oxy]piperidin-4-ol), TEA, CS(=O)(=O)Cl (methanesulfonyl chloride), CCOC(=O)C (EtOAc), O (water). Run in C1CCOC1 (THF). Conditions: time 2.5 hour. Yields the product CS(=O)(=O)OC1CCN(CC1)OC(=O)OC(C)(C)C (1-[(tert-butoxycarbonyl)oxy]piperidin-4-yl methanesulfonate). The yield is 87.9%. Reaction SMILES: [C:1]([O:5][C:6]([O:8][N:9]1[CH2:14][CH2:13][CH:12]([OH:15])[CH2:11][CH2:10]1)=[O:7])([CH3:4])([CH3:3])[CH3:2].[CH3:16][S:17](Cl)(=[O:19])=[O:18].CCOC(C)=O.O>C1COCC1>[CH3:16][S:17]([O:15][CH:12]1[CH2:13][CH2:14][N:9]([O:8][C:6]([O:5][C:1]([CH3:4])([CH3:2])[CH3:3])=[O:7])[CH2:10][CH2:11]1)(=[O:19])=[O:18]. Procedure details: To a solution of 1-[(tert-butoxycarbonyl)oxy]piperidin-4-ol (10.0 g, 49.7 mmol) in THF (200 mL), were added TEA (20.7 mL, 149 mmol) and methanesulfonyl chloride (7.69 mL, 99.4 mmol) at 0° C. The mixture was stirred for 2.5 h at the same temperature. To the mixture was added EtOAc (100 mL) and water (100 mL) and then organic layer has been separated. The aqueous layer has been extracted with EtOAc (50 mL) and the combined organic layer was washed with brine (30 mL). The organic layer was dried ov...